Dataset: the Open Reaction Database (ORD), a public repository of structured organic reaction records. Task: describe an organic reaction: reactants, conditions, products, and yield Starting materials: NCC1CN(Cc2ccc(Cl)c(Cl)c2)CCO1, NC(=O)c1ccc(CC(=O)O)cc1. The product is NC(=O)c1ccc(CC(=O)NCC2CN(Cc3ccc(Cl)c(Cl)c3)CCO2)cc1. RXN SMILES: [Cl:1][c:2]1[cH:3][c:4]([CH2:5][N:6]2[CH2:7][CH:8]([CH2:12][NH2:13])[O:9][CH2:10][CH2:11]2)[cH:14][cH:15][c:16]1[Cl:17].[NH2:18][C:19](=[O:20])[c:21]1[cH:22][cH:23][c:24]([CH2:27][C:28](=[O:29])[OH:30])[cH:25][cH:26]1>>[Cl:1][c:2]1[cH:3][c:4]([CH2:5][N:6]2[CH2:7][CH:8]([CH2:12][NH:13][C:28]([CH2:27][c:24]3[cH:23][cH:22][c:21]([C:19]([NH2:18])=[O:20])[cH:26][cH:25]3)=[O:29])[O:9][CH2:10][CH2:11]2)[cH:14][cH:15][c:16]1[Cl:17]. Starting materials: CC1(OB(OC1(C)C)C=1C=C2CCC3=C(NC(=N3)[C@H]3N(CCC3)C(=O)OC(C)(C)C)C2=CC1)C ((S)-tert-butyl 2-(7-(4,4,5,5-tetramethyl-1,3,2-dioxaborolan-2-yl)-4,5-dihydro-1H-naphtho[1,2-d]imidazol-2-yl)pyrrolidine-1-carboxylate), BrC=1C=C2C=CC(=CC2=CC1)C1=CN=C(N1)[C@H]1N(CCC1)C([C@H](C(C)C)NC(OC)=O)=O (methyl (S)-1-((S)-2-(5-(6-bromonaphthalen-2-yl)-1H-imidazol-2-yl)pyrrolidin-1-yl)-3-methyl-1-oxobutan-2-ylcarbamate), C(=O)([O-])[O-].[K+].[K+] (K2CO3). The reagents and catalysts are C=1C=CC(=CC1)[P](C=2C=CC=CC2)(C=3C=CC=CC3)[Pd]([P](C=4C=CC=CC4)(C=5C=CC=CC5)C=6C=CC=CC6)([P](C=7C=CC=CC7)(C=8C=CC=CC8)C=9C=CC=CC9)[P](C=1C=CC=CC1)(C=1C=CC=CC1)C=1C=CC=CC1 (Pd(PPh3)4). Product: COC(=O)N[C@H](C(=O)N1[C@@H](CCC1)C=1NC(=CN1)C=1C=C2C=CC(=CC2=CC1)C=1C=C2CCC3=C(NC(=N3)[C@H]3N(CCC3)C(=O)OC(C)(C)C)C2=CC1)C(C)C ((S)-tert-butyl 2-(7-(6-(2-((S)-1-((S)-2-(methoxycarbonylamino)-3-methylbutanoyl)pyrrolidin-2-yl)-1H-imidazol-5-yl)naphthalen-2-yl)-4,5-dihydro-1H-naphtho[1,2-d]imidazol-2-yl)pyrrolidine-1-carboxylate). Reported procedure: (S)-tert-butyl 2-(7-(4,4,5,5-tetramethyl-1,3,2-dioxaborolan-2-yl)-4,5-dihydro-1H-naphtho[1,2-d]imidazol-2-yl)pyrrolidine-1-carboxylate (574 mg, 1.23 mmol), methyl (S)-1-((S)-2-(5-(6-bromonaphthalen-2-yl)-1H-imidazol-2-yl)pyrrolidin-1-yl)-3-methyl-1-oxobutan-2-ylcarbamate (616 mg, 1.23 mmol), Pd(PPh3)4 (142 mg, 0.123 mmol), and K2CO3 (2M in H2O, 1.2 mL, 2.4 mmol) were combined in DME. The reaction mixture was degassed with bubbling N2 for 10 min, then heated to 85° C. After 16 h, the reaction mix... Conditions: temperature 85 celsius, time 16 hour. Yield: 55.4%. RXN SMILES: CC1(C)C(C)(C)OB([C:9]2[CH:10]=[C:11]3[C:31](=[CH:32][CH:33]=2)[C:15]2[NH:16][C:17]([C@@H:19]4[CH2:23][CH2:22][CH2:21][N:20]4[C:24]([O:26][C:27]([CH3:30])([CH3:29])[CH3:28])=[O:25])=[N:18][C:14]=2[CH2:13][CH2:12]3)O1.Br[C:36]1[CH:37]=[C:38]2[C:43](=[CH:44][CH:45]=1)[CH:42]=[C:41]([C:46]1[NH:50][C:49]([C@@H:51]3[CH2:55][CH2:54][CH2:53][N:52]3[C:56](=[O:66])[C@@H:57]([NH:61][C:62](=[O:65])[O:63][CH3:64])[CH:58]([CH3:60])[CH3:59])=[N:48][CH:47]=1)[CH:40]=[CH:39]2.C([O-])([O-])=O.[K+].[K+]>COCCOC.C1C=CC([P]([Pd]([P](C2C=CC=CC=2)(C2C=CC=CC=2)C2C=CC=CC=2)([P](C2C=CC=CC=2)(C2C=CC=CC=2)C2C=CC=CC=2)[P](C2C=CC=CC=2)(C2C=CC=CC=2)C2C=CC=CC=2)(C2C=CC=CC=2)C2C=CC=CC=2)=CC=1>[CH3:64][O:63][C:62]([NH:61][C@@H:57]([CH:58]([CH3:60])[CH3:59])[C:56]([N:52]1[CH2:53][CH2:54][CH2:55][C@H:51]1[C:49]1[NH:50][C:46]([C:41]2[CH:42]=[C:43]3[C:38](=[CH:39][CH:40]=2)[CH:37]=[C:36]([C:9]2[CH:10]=[C:11]4[C:31](=[CH:32][CH:33]=2)[C:15]2[NH:16][C:17]([C@@H:19]5[CH2:23][CH2:22][CH2:21][N:20]5[C:24]([O:26][C:27]([CH3:28])([CH3:29])[CH3:30])=[O:25])=[N:18][C:14]=2[CH2:13][CH2:12]4)[CH:45]=[CH:44]3)=[CH:47][N:48]=1)=[O:66])=[O:65] |f:2.3.4,^1:82,84,103,122|. Solvent: COCCOC (DME). Starting materials: C(CCCCCCCCCCCCCCC)(=O)OC(CC(=O)N[C@@H](C(C)C)C(=O)O)CCCCCCCCCCCCCCC (N-(3-hexadecanoyloxyoctadecanoyl)-L-valine), N[C@@H](CC1=CC=CC=C1)C(=O)O (L-phenylalanine). The product is C(CCCCCCCCCCCCCCC)(=O)OC(CC(=O)N[C@@H](C(C)C)C(=O)N[C@@H](CC1=CC=CC=C1)C(=O)O)CCCCCCCCCCCCCCC (N-[N-(3-hexadecanoyloxyoctadecanoyl)-L-valyl]-L-phenylalanine). Isolated yield 73.1%. Reaction SMILES: [C:1]([O:18][CH:19]([CH2:31][CH2:32][CH2:33][CH2:34][CH2:35][CH2:36][CH2:37][CH2:38][CH2:39][CH2:40][CH2:41][CH2:42][CH2:43][CH2:44][CH3:45])[CH2:20][C:21]([NH:23][C@H:24]([C:28]([OH:30])=O)[CH:25]([CH3:27])[CH3:26])=[O:22])(=[O:17])[CH2:2][CH2:3][CH2:4][CH2:5][CH2:6][CH2:7][CH2:8][CH2:9][CH2:10][CH2:11][CH2:12][CH2:13][CH2:14][CH2:15][CH3:16].[NH2:46][C@H:47]([C:55]([OH:57])=[O:56])[CH2:48][C:49]1[CH:54]=[CH:53][CH:52]=[CH:51][CH:50]=1>>[C:1]([O:18][CH:19]([CH2:31][CH2:32][CH2:33][CH2:34][CH2:35][CH2:36][CH2:37][CH2:38][CH2:39][CH2:40][CH2:41][CH2:42][CH2:43][CH2:44][CH3:45])[CH2:20][C:21]([NH:23][C@H:24]([C:28]([NH:46][C@H:47]([C:55]([OH:57])=[O:56])[CH2:48][C:49]1[CH:54]=[CH:53][CH:52]=[CH:51][CH:50]=1)=[O:30])[CH:25]([CH3:26])[CH3:27])=[O:22])(=[O:17])[CH2:2][CH2:3][CH2:4][CH2:5][CH2:6][CH2:7][CH2:8][CH2:9][CH2:10][CH2:11][CH2:12][CH2:13][CH2:14][CH2:15][CH3:16]. Procedure details: Starting from N-(3-hexadecanoyloxyoctadecanoyl)-L-valine (1 g) prepared by the method of Example 28 and L-phenylalanine (777 mg), N-[N-(3-hexadecanoyloxyoctadecanoyl)-L-valyl]-L-phenylalanine (900 mg) was obtained as powders according to a similar manner to that of Example 29. Starting materials: O=C([O-])[O-], COC(=O)c1cc(O)c(Cl)c(O)c1, CI, [K+], [K+], CN(C)C=O. Product: COC(=O)c1cc(O)c(Cl)c(OC)c1. As a reaction SMILES: [C:14](=[O:15])([O-:16])[O-:17].[CH3:1][O:2][C:3]([c:4]1[cH:5][c:6]([OH:12])[c:7]([Cl:11])[c:8]([OH:10])[cH:9]1)=[O:13].[I:20][CH3:21].[K+:18].[K+:19].[O:22]=[CH:23][N:24]([CH3:25])[CH3:26]>>[CH3:1][O:2][C:3]([c:4]1[cH:5][c:6]([OH:12])[c:7]([Cl:11])[c:8]([O:10][CH3:14])[cH:9]1)=[O:13]. Product: CC(=O)CCCOC(C)=O. Starting materials: CC(=O)CCCO, ClCCl, CC(=O)Cl, Cl, O, c1ccncc1, c1ccncc1. As a reaction SMILES: [C:1]([CH3:2])(=[O:3])[CH2:4][CH2:5][CH2:6][OH:7].[CH2:26]([Cl:27])[Cl:28].[CH3:14][C:15]([Cl:16])=[O:17].[ClH:18].[OH2:25].[cH:8]1[cH:9][cH:10][n:11][cH:12][cH:13]1.[n:19]1[cH:20][cH:21][cH:22][cH:23][cH:24]1>>[C:1]([CH3:2])(=[O:3])[CH2:4][CH2:5][CH2:6][O:7][C:15]([CH3:14])=[O:17].